describe an organic reaction: reactants, conditions, products, and yield From a dataset of the Open Reaction Database (ORD), a public repository of structured organic reaction records. Reactants: CN(N1C=C(C(C2=CC(=C(C(=C12)[N+](=O)[O-])Cl)F)=O)C(=O)O)C (1-dimethylamino-7-chloro-6-fluoro-8-nitro-1,4-dihydro-4-oxo-3-quinolinecarboxylic acid), CN1CCNCC1 (1-methylpiperazine), O1CCOCC1 (dioxane), Cl (hydrochloric acid). Run in O (H2O). Product: Cl.CN(N1C=C(C(C2=CC(=C(C(=C12)[N+](=O)[O-])N1CCN(CC1)C)F)=O)C(=O)O)C (1-dimethylamino-6-fluoro-8-nitro-7-(4-methyl-1-piperazinyl)1,4-dihydro-4-oxo-3-quinolinecarboxylic acid hydrochloride). Yield: 83.7%. Reaction SMILES: [CH3:1][N:2]([CH3:22])[N:3]1[C:12]2[C:7](=[CH:8][C:9]([F:17])=[C:10]([Cl:16])[C:11]=2[N+:13]([O-:15])=[O:14])[C:6](=[O:18])[C:5]([C:19]([OH:21])=[O:20])=[CH:4]1.[CH3:23][N:24]1[CH2:29][CH2:28][NH:27][CH2:26][CH2:25]1.O1CCOCC1.Cl>O>[ClH:16].[CH3:1][N:2]([CH3:22])[N:3]1[C:12]2[C:7](=[CH:8][C:9]([F:17])=[C:10]([N:27]3[CH2:28][CH2:29][N:24]([CH3:23])[CH2:25][CH2:26]3)[C:11]=2[N+:13]([O-:15])=[O:14])[C:6](=[O:18])[C:5]([C:19]([OH:21])=[O:20])=[CH:4]1 |f:5.6|. Reported procedure: A mixture of 3.3 g of 1-dimethylamino-7-chloro-6-fluoro-8-nitro-1,4-dihydro-4-oxo-3-quinolinecarboxylic acid, 3.1 g of 1-methylpiperazine and 25 ml of dioxane is refluxed for 3 hours. The solvent is stripped off in vacuo, the residue is suspended in 25 ml of H2O and the pH is brought to 1 with 10% strength hydrochloric acid. The precipitate is filtered off with suction in the cold and washed with a little cold 10% strength hydrochloric acid and ethanol. 3.6 g of 1-dimethylamino-6-fluoro-8-nitro-... Yields the product Oc1ccc(-n2ccnn2)cc1. As a reaction SMILES: [CH2:1]([c:2]1[cH:3][cH:4][cH:5][cH:6][cH:7]1)[O:8][c:9]1[cH:10][cH:11][c:12](-[n:15]2[n:16][n:17][cH:18][cH:19]2)[cH:13][cH:14]1.[CH3:20][CH2:21][O:22][C:23](=[O:24])[CH3:25].[CH3:26][CH2:27][OH:28].[OH-:29].[OH-:31].[Pd+2:30]>>[OH:8][c:9]1[cH:10][cH:11][c:12](-[n:15]2[n:16][n:17][cH:18][cH:19]2)[cH:13][cH:14]1. Reactants: c1ccc(COc2ccc(-n3ccnn3)cc2)cc1, CCOC(C)=O, CCO, [OH-], [OH-], [Pd+2]. Starting materials: NC=1C(=NC=CC1)NC1CCN(CC1)C(=O)C1=NC2=C(N1)C=CC=C2 ((4-((3-Amino-pyridin-2-yl)amino)piperidin-1-yl)(1H-benzo[d]imidazol-2-yl)methanone), COC(OC)(OC)OC (tetramethylorthocarbonate), C(CC)(=O)O (propionic acid). Reaction conditions: temperature 90 celsius. The product is N1C(=NC2=C1C=CC=C2)C(=O)N2CCC(CC2)N2C(=NC=1C2=NC=CC1)OC ((1H-benzo[d]imidazol-2-yl)(4-(2-methoxy-3H-imidazo[4,5-b]pyridin-3-yl)piperidin-1-yl)methanone). Isolated yield 9.8%. As a reaction SMILES: [NH2:1][C:2]1[C:3]([NH:8][CH:9]2[CH2:14][CH2:13][N:12]([C:15]([C:17]3[NH:21][C:20]4[CH:22]=[CH:23][CH:24]=[CH:25][C:19]=4[N:18]=3)=[O:16])[CH2:11][CH2:10]2)=[N:4][CH:5]=[CH:6][CH:7]=1.[CH3:26][O:27][C:28](OC)(OC)OC.C(O)(=O)CC>>[NH:21]1[C:20]2[CH:22]=[CH:23][CH:24]=[CH:25][C:19]=2[N:18]=[C:17]1[C:15]([N:12]1[CH2:13][CH2:14][CH:9]([N:8]2[C:3]3=[N:4][CH:5]=[CH:6][CH:7]=[C:2]3[N:1]=[C:26]2[O:27][CH3:28])[CH2:10][CH2:11]1)=[O:16]. Procedure details: (4-((3-Amino-pyridin-2-yl)amino)piperidin-1-yl)(1H-benzo[d]imidazol-2-yl)methanone (520 mg, 1.55 mmol) was combined with tetramethylorthocarbonate (2 mL) and propionic acid (8 mg) and heated at 90° C. for 2 hours. After that, the reaction solution was concentrated under reduced pressure and the residue was purified by silica chromatography to give (1H-benzo[d]imidazol-2-yl)(4-(2-methoxy-3H-imidazo[4,5-b]pyridin-3-yl)piperidin-1-yl)methanone (57 mg, 0.15 mmol, 9.8% yield). M+1: 377. Starting materials: CN1N=C(C2=CC=C(C=C12)C(F)(F)F)C1=CN=C2C(=N1)C(=CN2COC(C(C)(C)C)=O)C(=O)OC (methyl 2-(1-methyl-6-(trifluoromethyl)-1H-indazol-3-yl)-5-(pivaloyl oxymethyl)-5H-pyrrolo[3,2-b]pyrazine-7-carboxylate), [OH-].[K+] (KOH). Run in O1CCOCC1 (1,4-dioxane), O (water). Product: CN1N=C(C2=CC=C(C=C12)C(F)(F)F)C1=CN=C2C(=N1)C(=CN2)C(=O)O (2-(1-methyl-6-(trifluoromethyl)-1H-indazol-3-yl)-5H-pyrrolo[3,2-b]pyrazine-7-carboxylic acid). Isolated yield 155.7%. As a reaction SMILES: [CH3:1][N:2]1[C:10]2[C:5](=[CH:6][CH:7]=[C:8]([C:11]([F:14])([F:13])[F:12])[CH:9]=2)[C:4]([C:15]2[N:20]=[C:19]3[C:21]([C:32]([O:34]C)=[O:33])=[CH:22][N:23](COC(=O)C(C)(C)C)[C:18]3=[N:17][CH:16]=2)=[N:3]1.[OH-].[K+]>O1CCOCC1.O>[CH3:1][N:2]1[C:10]2[C:5](=[CH:6][CH:7]=[C:8]([C:11]([F:13])([F:14])[F:12])[CH:9]=2)[C:4]([C:15]2[N:20]=[C:19]3[C:21]([C:32]([OH:34])=[O:33])=[CH:22][NH:23][C:18]3=[N:17][CH:16]=2)=[N:3]1 |f:1.2|. Procedure details: A mixture of methyl 2-(1-methyl-6-(trifluoromethyl)-1H-indazol-3-yl)-5-(pivaloyl oxymethyl)-5H-pyrrolo[3,2-b]pyrazine-7-carboxylate (200 mg, 0.409 mmol) and KOH (229 mg, 4.09 mmol) in 1,4-dioxane (5 mL) and water (2 mL) was heated to reflux for 4 hours. Dioxane was concentrated and the residual aqueous layer was adjusted to pH=4 with 1.0 M HCl. The precipitate was collected by filtration and dried to afford 2-(1-methyl-6-(trifluoromethyl)-1H-indazol-3-yl)-5H-pyrrolo[3,2-b]pyrazine-7-carboxylic a... The reactants are BrBr, CC(=O)O, COC(=O)c1nccnc1N. The product is COC(=O)c1nc(Br)cnc1N. RXN SMILES: [Br:12][Br:13].[C:14]([OH:15])(=[O:16])[CH3:17].[CH3:1][O:2][C:3](=[O:4])[c:5]1[n:6][cH:7][cH:8][n:9][c:10]1[NH2:11]>>[CH3:1][O:2][C:3](=[O:4])[c:5]1[n:6][c:7]([Br:12])[cH:8][n:9][c:10]1[NH2:11]. Starting materials: IC1=NN(C2=CC(=CC=C12)I)COCC[Si](CC)(CC)CC (3,6-Diiodo-1-[2-(triethyl-silanyl)-ethoxymethyl]-1H-indazole), [Li]C(C)(C)C (t-BuLi), BrC1(C=C)CC=CC=C1 (1-Bromostyrene). The reagents and catalysts are C=1C=CC(=CC1)[P](C=2C=CC=CC2)(C=3C=CC=CC3)[Pd]([P](C=4C=CC=CC4)(C=5C=CC=CC5)C=6C=CC=CC6)([P](C=7C=CC=CC7)(C=8C=CC=CC8)C=9C=CC=CC9)[P](C=1C=CC=CC1)(C=1C=CC=CC1)C=1C=CC=CC1 (Pd(PPh3)4), [Cl-].[Zn+2].[Cl-] (zinc chloride). Solvent: C1CCOC1 (THF). Conditions: temperature -78 celsius, time 25 minute. Yields the product IC1=NN(C2=CC(=CC=C12)C(=C)C1=CC=CC=C1)COCC[Si](C)(C)C (3-Iodo-6-(1-phenyl-vinyl)-1-[2-(trimethyl-silanyl)-ethoxymethyl]-1H-indazole). The yield is 69.5%. RXN SMILES: Br[C:2]1([CH:9]=[CH:8][CH:7]=[CH:6][CH2:5]1)[CH:3]=[CH2:4].[Li]C(C)(C)C.[I:15][C:16]1[C:24]2[C:19](=[CH:20][C:21](I)=[CH:22][CH:23]=2)[N:18]([CH2:26][O:27][CH2:28][CH2:29][Si:30]([CH2:35]C)([CH2:33]C)[CH2:31]C)[N:17]=1>C1COCC1.[Cl-].[Zn+2].[Cl-].C1C=CC([P]([Pd]([P](C2C=CC=CC=2)(C2C=CC=CC=2)C2C=CC=CC=2)([P](C2C=CC=CC=2)(C2C=CC=CC=2)C2C=CC=CC=2)[P](C2C=CC=CC=2)(C2C=CC=CC=2)C2C=CC=CC=2)(C2C=CC=CC=2)C2C=CC=CC=2)=CC=1>[I:15][C:16]1[C:24]2[C:19](=[CH:20][C:21]([C:3]([C:2]3[CH:9]=[CH:8][CH:7]=[CH:6][CH:5]=3)=[CH2:4])=[CH:22][CH:23]=2)[N:18]([CH2:26][O:27][CH2:28][CH2:29][Si:30]([CH3:31])([CH3:33])[CH3:35])[N:17]=1 |f:4.5.6,^1:48,50,69,88|. Procedure details: 1-Bromostyrene (26 μL, 0.20 mmol, 2.0 equiv) was dissolved in THF (0.75 mL), cooled to −78° C. and was treated with t-BuLi (235 μL, 0.40 mmol, 1.70 M, 4.0 equiv). The mixture was allowed to warm to 42° C. for 10 min and was added to freshly dried zinc chloride (34 mg, 0.25 mmol, 2.5 equiv). The resulting solution was allowed to warm to 23° C. with stirring for 25 min. This mix was added to a mixture of neat 3,6-Diiodo-1-[2-(triethyl-silanyl)-ethoxymethyl]-1H-indazole (50 mg, 0.10 mmol, 1 equiv) ... The reactants are CCC1(C)CN(Cc2ccccc2)CC(C)C1O, CO, [H][H], [OH-], [OH-], [Pd+2]. The product is CCC1(C)CNCC(C)C1O. RXN SMILES: [CH2:1]([c:2]1[cH:3][cH:4][cH:5][cH:6][cH:7]1)[N:8]1[CH2:9][C:10]([CH2:16][CH3:17])([CH3:18])[CH:11]([OH:15])[CH:12]([CH3:14])[CH2:13]1.[CH3:19][OH:20].[H:21][H:22].[OH-:23].[OH-:25].[Pd+2:24]>>[NH:8]1[CH2:9][C:10]([CH2:16][CH3:17])([CH3:18])[CH:11]([OH:15])[CH:12]([CH3:14])[CH2:13]1.